From a dataset of the Open Reaction Database (ORD), a public repository of structured organic reaction records. describe an organic reaction: reactants, conditions, products, and yield Reactants: N(=O)[O-].[Na+] (sodium nitrite), C1(CCCC1)OC=1C=C(CN2C(=O)NC(=O)C=C2N)C=CC1OC (1-(3-cyclopentyloxy-4-methoxy-benzyl) 6-amino uracil). The solvent is C(C)(=O)O (acetic acid). Yields the product NC1=C(C(NC(N1CC1=CC(=C(C=C1)OC)OC1CCCC1)=O)=O)N=O (6-Amino-1-(3-cyclopentyloxy-4-methoxy-benzyl)-5-nitroso-uracil). As a reaction SMILES: [N:1]([O-:3])=O.[Na+].[CH:5]1([O:10][C:11]2[CH:12]=[C:13]([CH:24]=[CH:25][C:26]=2[O:27][CH3:28])[CH2:14][N:15]2[C:22]([NH2:23])=[CH:21][C:19](=[O:20])[NH:18][C:16]2=[O:17])[CH2:9][CH2:8][CH2:7][CH2:6]1>C(O)(=O)C>[NH2:23][C:22]1[N:15]([CH2:14][C:13]2[CH:24]=[CH:25][C:26]([O:27][CH3:28])=[C:11]([O:10][CH:5]3[CH2:9][CH2:8][CH2:7][CH2:6]3)[CH:12]=2)[C:16](=[O:17])[NH:18][C:19](=[O:20])[C:21]=1[N:1]=[O:3] |f:0.1|. Procedure details: 15.81 nil of 4N sodium nitrite solution was added dropwise at 65°-70° C. over 8 minutes to a solution of 20.53 g of 1-(3-cyclopentyloxy-4-methoxy-benzyl) 6-amino uracil in 300 ml of acetic acid. After 30 minutes the suspension was cooled to room temperature and the solid collected and washed with water to give the title compound (19.36 g) as pink crystals. The filtrate was evaporated to dryness, the residue suspended in 100 ml of water and the solid collected to give 1.98 g as a second crop. Starting materials: CCOC(C)=O, Cl, N#CCN1C(=O)c2ccccc2C1=O, C1CCOC1, O, CCOP(=S)([S-])OCC. Product: NC(=S)CN1C(=O)c2ccccc2C1=O. Reaction SMILES: [C:15]([O:16][CH2:17][CH3:18])(=[O:19])[CH3:20].[ClH:21].[O:1]=[C:2]1[N:3]([CH2:12][C:13]#[N:14])[C:4](=[O:11])[c:5]2[cH:6][cH:7][cH:8][cH:9][c:10]21.[O:22]1[CH2:23][CH2:24][CH2:25][CH2:26]1.[OH2:36].[P:27](=[S:28])([S-:29])([O:30][CH2:31][CH3:32])[O:33][CH2:34][CH3:35]>>[O:1]=[C:2]1[N:3]([CH2:12][C:13]([NH2:14])=[S:28])[C:4](=[O:11])[c:5]2[cH:6][cH:7][cH:8][cH:9][c:10]21. The reactants are CC1=NOC(=C1C=1C=C(C2=C(N(C(=N2)OCC)C(=O)OC(C)(C)C)C1)C(C1=NC=C(C=C1)F)=O)C (tert-butyl 6-(3,5-dimethylisoxazol-4-yl)-2-ethoxy-4-(5-fluoropicolinoyl)-1H-benzo[d]imidazole-1-carboxylate), crude residue, Cl (hydrochloric acid), BrC1=C(C=C(C=C1F)F)F (1-bromo-2,4,6-trifluorobenzene), C(CCC)[Li] (n-butyllithium). Run in C(C)OCC (diethyl ether), C(C)O (ethanol), C(C)OCC (diethyl ether). Reaction conditions: temperature 70 celsius, time 30 minute. The product is CC1=NOC(=C1C=1C=C(C2=C(NC(N2)=O)C1)C(C1=C(C=C(C=C1F)F)F)(O)C1=NC=C(C=C1)F)C (6-(3,5-dimethylisoxazol-4-yl)-4-((5-fluoropyridin-2-yl)(hydroxy)(2,4,6-trifluorophenyl)methyl)-1H-benzo[d]imidazol-2(3H)-one). Reaction SMILES: Br[C:2]1[C:7]([F:8])=[CH:6][C:5]([F:9])=[CH:4][C:3]=1[F:10].C([Li])CCC.[CH3:16][C:17]1[C:21]([C:22]2[CH:23]=[C:24]([C:41](=[O:49])[C:42]3[CH:47]=[CH:46][C:45]([F:48])=[CH:44][N:43]=3)[C:25]3[N:29]=[C:28]([O:30]CC)[N:27](C(OC(C)(C)C)=O)[C:26]=3[CH:40]=2)=[C:20]([CH3:50])[O:19][N:18]=1.Cl>C(OCC)C.C(O)C>[CH3:16][C:17]1[C:21]([C:22]2[CH:23]=[C:24]([C:41]([C:42]3[CH:47]=[CH:46][C:45]([F:48])=[CH:44][N:43]=3)([OH:49])[C:2]3[C:7]([F:8])=[CH:6][C:5]([F:9])=[CH:4][C:3]=3[F:10])[C:25]3[NH:29][C:28](=[O:30])[NH:27][C:26]=3[CH:40]=2)=[C:20]([CH3:50])[O:19][N:18]=1. Procedure: To 1-bromo-2,4,6-trifluorobenzene (0.02 ml, 0.16 mmol) in diethyl ether (0.52 mL) at −78° C. was added n-butyllithium (0.12 mL, 0.18 mmol, 1.6 M in hexanes). After 30 minutes, tert-butyl 6-(3,5-dimethylisoxazol-4-yl)-2-ethoxy-4-(5-fluoropicolinoyl)-1H-benzo[d]imidazole-1-carboxylate (50 mg, 0.10 mmol) in diethyl ether (1 mL) was added drop-wise to the reaction. After 60 minutes, the reaction was warmed, quenched with saturated NH4Cl(aq) (10 mL), extracted with ethyl acetate (3×10 mL), dried over... Reactants: [BH4-], C=O, CO, O=c1[nH]n(C2CCNCC2)c(-c2ccncc2)c1-c1ccc(Cl)cc1, [Na+]. As a reaction SMILES: [BH4-:28].[CH2:26]=[O:27].[CH3:30][OH:31].[Cl:1][c:2]1[cH:3][cH:4][c:5](-[c:8]2[c:9](=[O:25])[nH:10][n:11]([CH:19]3[CH2:20][CH2:21][NH:22][CH2:23][CH2:24]3)[c:12]2-[c:13]2[cH:14][cH:15][n:16][cH:17][cH:18]2)[cH:6][cH:7]1.[Na+:29]>>[Cl:1][c:2]1[cH:3][cH:4][c:5](-[c:8]2[c:9](=[O:25])[nH:10][n:11]([CH:19]3[CH2:20][CH2:21][N:22]([CH3:26])[CH2:23][CH2:24]3)[c:12]2-[c:13]2[cH:14][cH:15][n:16][cH:17][cH:18]2)[cH:6][cH:7]1. Yields the product CN1CCC(n2[nH]c(=O)c(-c3ccc(Cl)cc3)c2-c2ccncc2)CC1. The reactants are N1CC(C1)NC(C1=CN=C(C=C1)C1=CC(=CC=C1)F)=O (N-azetidin-3-yl-6-(3-fluorophenyl)nicotinamide), CCN(C(C)C)C(C)C (DIPEA), C(C(C)(C)C)(=O)Cl (pivaloyl chloride). Run in CN(C)C=O (DMF), C(C)(=O)OCC (ethyl acetate), O (water). Reaction conditions: time 8 hour. Yields the product CC(C(=O)N1CC(C1)NC(C1=CN=C(C=C1)C1=CC(=CC=C1)F)=O)(C)C (N-[1-(2,2-dimethylpropanoyl)azetidin-3-yl]-6-(3-fluorophenyl)nicotinamide). Yield: 117.2%. RXN SMILES: [NH:1]1[CH2:4][CH:3]([NH:5][C:6](=[O:20])[C:7]2[CH:12]=[CH:11][C:10]([C:13]3[CH:18]=[CH:17][CH:16]=[C:15]([F:19])[CH:14]=3)=[N:9][CH:8]=2)[CH2:2]1.CCN(C(C)C)C(C)C.[C:30](Cl)(=[O:35])[C:31]([CH3:34])([CH3:33])[CH3:32]>CN(C=O)C.C(OCC)(=O)C.O>[CH3:32][C:31]([CH3:34])([CH3:33])[C:30]([N:1]1[CH2:4][CH:3]([NH:5][C:6](=[O:20])[C:7]2[CH:12]=[CH:11][C:10]([C:13]3[CH:18]=[CH:17][CH:16]=[C:15]([F:19])[CH:14]=3)=[N:9][CH:8]=2)[CH2:2]1)=[O:35]. Procedure details: To a solution of N-azetidin-3-yl-6-(3-fluorophenyl)nicotinamide (50 mg, 0.12 mmol) in DMF (1 mL) was added DIPEA (0.06 mL, 0.32 mmol) and pivaloyl chloride (29.4 mg, 0.24 mmol). The reaction mixture was stirred at room temperature overnight and then diluted with ethyl acetate and water. The layers were separated and the organic layer washed with brine, dried (MgSO4) and the solvent removed to give a solid, which was purified by chromatography (silica, 80% etoac:hex) to give the desired product, ...